Dataset: the Open Reaction Database (ORD), a public repository of structured organic reaction records. Task: describe an organic reaction: reactants, conditions, products, and yield Starting materials: BrC1=CC=C(C=C1)C(C(C)C)(O)C=1N=CN(C1)C(C1=CC=CC=C1)(C1=CC=CC=C1)C1=CC=CC=C1 (1-(4-bromophenyl)-(1-trityl-1H-imidazol-4-yl)-2-methyl-1-propanol), FC1=CC=C(C=C1)B(O)O (4-fluorophenylboronic acid), C([O-])([O-])=O.[Na+].[Na+] (sodium carbonate). Reagents/catalysts: C=1C=CC(=CC1)[P](C=2C=CC=CC2)(C=3C=CC=CC3)[Pd]([P](C=4C=CC=CC4)(C=5C=CC=CC5)C=6C=CC=CC6)([P](C=7C=CC=CC7)(C=8C=CC=CC8)C=9C=CC=CC9)[P](C=1C=CC=CC1)(C=1C=CC=CC1)C=1C=CC=CC1 (tetrakis(triphenylphosphine)palladium(0)). Run in C(OC)COC (dimethoxyethane). The product is FC1=CC=C(C=C1)C1=CC=C(C=C1)C(C(C)C)(O)C=1N=CN(C1)C(C1=CC=CC=C1)(C1=CC=CC=C1)C1=CC=CC=C1 (1-(4′-fluoro[1,1′-biphenyl]-4-yl)-1-(1-trityl-1H-imidazol-4-yl)-2-methyl-1-propanol). Isolated yield 85.4%. As a reaction SMILES: Br[C:2]1[CH:7]=[CH:6][C:5]([C:8]([C:13]2[N:14]=[CH:15][N:16]([C:18]([C:31]3[CH:36]=[CH:35][CH:34]=[CH:33][CH:32]=3)([C:25]3[CH:30]=[CH:29][CH:28]=[CH:27][CH:26]=3)[C:19]3[CH:24]=[CH:23][CH:22]=[CH:21][CH:20]=3)[CH:17]=2)([OH:12])[CH:9]([CH3:11])[CH3:10])=[CH:4][CH:3]=1.[F:37][C:38]1[CH:43]=[CH:42][C:41](B(O)O)=[CH:40][CH:39]=1.C(=O)([O-])[O-].[Na+].[Na+]>C(COC)OC.C1C=CC([P]([Pd]([P](C2C=CC=CC=2)(C2C=CC=CC=2)C2C=CC=CC=2)([P](C2C=CC=CC=2)(C2C=CC=CC=2)C2C=CC=CC=2)[P](C2C=CC=CC=2)(C2C=CC=CC=2)C2C=CC=CC=2)(C2C=CC=CC=2)C2C=CC=CC=2)=CC=1>[F:37][C:38]1[CH:43]=[CH:42][C:41]([C:2]2[CH:7]=[CH:6][C:5]([C:8]([C:13]3[N:14]=[CH:15][N:16]([C:18]([C:25]4[CH:26]=[CH:27][CH:28]=[CH:29][CH:30]=4)([C:19]4[CH:24]=[CH:23][CH:22]=[CH:21][CH:20]=4)[C:31]4[CH:32]=[CH:33][CH:34]=[CH:35][CH:36]=4)[CH:17]=3)([OH:12])[CH:9]([CH3:10])[CH3:11])=[CH:4][CH:3]=2)=[CH:40][CH:39]=1 |f:2.3.4,^1:62,64,83,102|. Reported procedure: To a suspension of 1-(4-bromophenyl)-(1-trityl-1H-imidazol-4-yl)-2-methyl-1-propanol (3.60 g), 4-fluorophenylboronic acid (1.50 g) and 2M aqueous sodium carbonate solution (26.8 ml) in dimethoxyethane (50 ml) was added tetrakis(triphenylphosphine)palladium(0) (387 mg). Under an argon atmosphere, the mixture was heated under reflux for 12 h. The reaction mixture was extracted with ethyl acetate-THF (8:3), washed with water and saturated brine, and dried. The solvent was evaporated under reduced p... Product: NC=1C=C(C(=NC1)[C@H](CC1=CC(=CC(=C1)F)F)NC(CN1N=C(C2=C1C([C@H]1[C@@H]2C1)(F)F)C(F)(F)F)=O)Br (N—((S)-1-(5-amino-3-bromopyridin-2-yl)-2-(3,5-difluorophenyl)ethyl)-2-((3bS,4aR)-5,5-difluoro-3-(trifluoromethyl)-3b,4,4a,5-tetrahydro-1H-cyclopropa[3,4]cyclopenta[1,2-c]pyrazol-1-yl)acetamide). The reactants are BrC=1C(=NC=C(C1)N1C(C2=CC=CC=C2C1=O)=O)[C@H](CC1=CC(=CC(=C1)F)F)NC(CN1N=C(C2=C1C([C@H]1[C@@H]2C1)(F)F)C(F)(F)F)=O (N—((S)-1-(3-bromo-5-(1,3-dioxoisoindolin-2-yl)pyridin-2-yl)-2-(3,5-difluorophenyl)ethyl)-2-((3bS,4aR)-5,5-difluoro-3-(trifluoromethyl)-3b,4,4a,5-tetrahydro-1H-cyclopropa[3,4]cyclopenta[1,2-c]pyrazol-1-yl)acetamide). RXN SMILES: [Br:1][C:2]1[C:3]([C@@H:19]([NH:29][C:30](=[O:47])[CH2:31][N:32]2[C:36]3[C:37]([F:42])([F:41])[C@@H:38]4[CH2:40][C@@H:39]4[C:35]=3[C:34]([C:43]([F:46])([F:45])[F:44])=[N:33]2)[CH2:20][C:21]2[CH:26]=[C:25]([F:27])[CH:24]=[C:23]([F:28])[CH:22]=2)=[N:4][CH:5]=[C:6]([N:8]2C(=O)C3C(=CC=CC=3)C2=O)[CH:7]=1>C(O)C.O.NN>[NH2:8][C:6]1[CH:7]=[C:2]([Br:1])[C:3]([C@@H:19]([NH:29][C:30](=[O:47])[CH2:31][N:32]2[C:36]3[C:37]([F:42])([F:41])[C@@H:38]4[CH2:40][C@@H:39]4[C:35]=3[C:34]([C:43]([F:44])([F:45])[F:46])=[N:33]2)[CH2:20][C:21]2[CH:22]=[C:23]([F:28])[CH:24]=[C:25]([F:27])[CH:26]=2)=[N:4][CH:5]=1 |f:2.3|. Run in C(C)O (ethanol), O.NN (hydrazine monohydrate). Reported procedure: To a mixture of Compound 41B (100 mg, 0.14 mmol) in 15 ml of ethanol, 0.05 ml of hydrazine monohydrate was added and the reaction mixture was stirred at room temperature for 10 min. The solvent was removed and the residue was purified by RP-HPLC eluting with acetonitrile/H2O (with 0.1% TFA) to afford the title product. MS (m/z) 592.20 [M+H]+. Reaction conditions: time 10 minute. The reactants are O=C([O-])[O-], CN(C)C=O, CCOC(C)=O, ClCCCOCCc1ccc2sccc2c1, [K+], [K+], OC1CCNC1, O. Yields the product OC1CCN(CCCOCCc2ccc3sccc3c2)C1. RXN SMILES: [C:23](=[O:24])([O-:25])[O-:26].[CH3:30][N:31]([CH3:32])[CH:33]=[O:34].[CH3:35][CH2:36][O:37][C:38](=[O:39])[CH3:40].[Cl:1][CH2:2][CH2:3][CH2:4][O:5][CH2:6][CH2:7][c:8]1[cH:9][cH:10][c:11]2[c:12]([cH:13][cH:14][s:15]2)[cH:16]1.[K+:27].[K+:28].[NH:17]1[CH2:18][CH:19]([OH:22])[CH2:20][CH2:21]1.[OH2:29]>>[CH2:2]([CH2:3][CH2:4][O:5][CH2:6][CH2:7][c:8]1[cH:9][cH:10][c:11]2[c:12]([cH:13][cH:14][s:15]2)[cH:16]1)[N:17]1[CH2:18][CH:19]([OH:22])[CH2:20][CH2:21]1. Reactants: COC(=O)C(CCSC)NC(=O)c1ccc(N)cc1-c1ccccc1, Cl, O=C(O)c1ccc([N+](=O)[O-])cc1-c1ccccc1, O=C(O)c1ccc(OCc2cccnc2)cc1-c1ccccc1. Product: COC(=O)C(CCSC)NC(=O)c1ccc(OCc2cccnc2)cc1-c1ccccc1. Reaction SMILES: [CH3:2][O:3][C:4]([CH:5]([NH:6][C:7]([c:8]1[c:9](-[c:15]2[cH:16][cH:17][cH:18][cH:19][cH:20]2)[cH:10][c:11]([NH2:14])[cH:12][cH:13]1)=[O:21])[CH2:22][CH2:23][S:24][CH3:25])=[O:26].[ClH:1].[N+:50]([c:51]1[cH:52][cH:53][c:54]([C:55]([OH:56])=[O:57])[c:58](-[c:59]2[cH:60][cH:61][cH:62][cH:63][cH:64]2)[cH:65]1)([O-:66])=[O:67].[n:27]1[cH:28][c:29]([CH2:33][O:34][c:35]2[cH:36][cH:37][c:38]([C:39]([OH:40])=[O:41])[c:42](-[c:43]3[cH:44][cH:45][cH:46][cH:47][cH:48]3)[cH:49]2)[cH:30][cH:31][cH:32]1>>[CH3:2][O:3][C:4]([CH:5]([NH:6][C:7]([c:8]1[c:9](-[c:15]2[cH:16][cH:17][cH:18][cH:19][cH:20]2)[cH:10][c:11]([O:34][CH2:33][c:29]2[cH:28][n:27][cH:32][cH:31][cH:30]2)[cH:12][cH:13]1)=[O:21])[CH2:22][CH2:23][S:24][CH3:25])=[O:26].